Dataset: the Open Reaction Database (ORD), a public repository of structured organic reaction records. Task: describe an organic reaction: reactants, conditions, products, and yield The reactants are CC=1C=CC(=CC1)C (p-xylene), C1CO1 (ethylene oxide), O=O (oxygen), C=C (ethylene), 60. Run in C1=CC=CC=C1 (benzene). Yields the product C1(=CC=C(C=C1)C=O)C (p-tolualdehyde), CC1=CC=C(CO)C=C1 (p-methyl benzyl alcohol), CC=1C=CC(=CC1)C(=O)O (p-toluic acid). As a reaction SMILES: C=C.[CH3:3][C:4]1[CH:5]=[CH:6][C:7]([CH3:10])=[CH:8][CH:9]=1.[O:11]=O.[CH2:13]1[O:15][CH2:14]1>C1C=CC=CC=1>[C:4]1([CH3:3])[CH:9]=[CH:8][C:7]([CH:10]=[O:15])=[CH:6][CH:5]=1.[CH3:3][C:4]1[CH:5]=[CH:6][C:14]([CH2:13][OH:15])=[CH:8][CH:9]=1.[CH3:3][C:4]1[CH:5]=[CH:6][C:14]([C:13]([OH:15])=[O:11])=[CH:8][CH:9]=1. Procedure: Into a pressure vessel equipped with magnetic agitation is placed a charge that at the reaction temperature of 205° C. is composed of about 2.9 wt.% ethylene, 55.9 wt.% p-xylene, 41.1 wt.% benzene at a partial pressure of oxygen of 60 p.s.i.a. and a system pressure of 1125 p.s.i.g. The reaction mixture is reacted for 10 min. Analysis of the liquid phase effluent shows that 1.26 wt.% ethylene oxide has been produced as well as 1.0 wt.% p-tolualdehyde, 1.5 wt.% p-methyl benzyl alcohol moieties, an... Reactants: [Na+].C1(CCCCC1)S(=O)(=O)[O-] (cyclohexanesulfonic acid sodium salt), CN(C)C=O (DMF), O (water), C1(=CC=CC=C1)C (toluene), S(=O)(Cl)Cl (thionyl chloride). Run at time 29 hour. The product is C1(CCCCC1)S(=O)(=O)N (cyclohexanesulfonamide). Reaction SMILES: [Na+].[CH:2]1([S:8]([O-:11])(=O)=[O:9])[CH2:7][CH2:6][CH2:5][CH2:4][CH2:3]1.S(Cl)(Cl)=O.O.C1(C)C=CC=CC=1.C[N:25](C=O)C>>[CH:2]1([S:8]([NH2:25])(=[O:11])=[O:9])[CH2:7][CH2:6][CH2:5][CH2:4][CH2:3]1 |f:0.1|. Reported procedure: To a suspension of cyclohexanesulfonic acid sodium salt (2.5 g) in DMF (15 mL) was added thionyl chloride (1.96 mL) under ice-cooling, and the mixture was stirred at room temperature for 29 hr. The reaction mixture was added to a mixture of ice-cooled water (100 mL) and toluene (100 mL), and the mixture was extracted. The organic layer was concentrated under reduced pressure. THF (50 mL) was added to the residue, 28% aqueous ammonia (10 mL) was added dropwise to the solution under ice-cooling, a... RXN SMILES: Cl[C:2]1[CH:27]=[CH:26][C:5]([C:6]([NH:8][C:9]2[CH:14]=[CH:13][C:12]([Cl:15])=[C:11]([NH:16][C:17](=[O:25])[C:18]3[CH:23]=[CH:22][C:21]([F:24])=[CH:20][CH:19]=3)[CH:10]=2)=[O:7])=[C:4]([CH3:28])[N:3]=1.[C:29]([N:32]1[CH2:37][CH2:36][NH:35][CH2:34][CH2:33]1)(=[O:31])[CH3:30]>>[C:29]([N:32]1[CH2:37][CH2:36][N:35]([C:2]2[CH:27]=[CH:26][C:5]([C:6]([NH:8][C:9]3[CH:14]=[CH:13][C:12]([Cl:15])=[C:11]([NH:16][C:17](=[O:25])[C:18]4[CH:23]=[CH:22][C:21]([F:24])=[CH:20][CH:19]=4)[CH:10]=3)=[O:7])=[C:4]([CH3:28])[N:3]=2)[CH2:34][CH2:33]1)(=[O:31])[CH3:30]. Procedure: 6-chloro-N-(4-chloro-3-(4-fluorobenzamido)phenyl)-2-methylnicotinamide (0.17 mmol) was used in general procedure 3 with 1-acetylpiperazine (0.868 mmol). The product was purified by RP-HPLC to give 6-(4-acetylpiperazin-1-yl)-N-(4-chloro-3-(4-fluorobenzamido)phenyl)-2-methyl-nicotinamide. MS (Q1) 510.1 (M)+ Product: C(C)(=O)N1CCN(CC1)C1=NC(=C(C(=O)NC2=CC(=C(C=C2)Cl)NC(C2=CC=C(C=C2)F)=O)C=C1)C (6-(4-acetylpiperazin-1-yl)-N-(4-chloro-3-(4-fluorobenzamido)phenyl)-2-methyl-nicotinamide). Reactants: ClC1=NC(=C(C(=O)NC2=CC(=C(C=C2)Cl)NC(C2=CC=C(C=C2)F)=O)C=C1)C (6-chloro-N-(4-chloro-3-(4-fluorobenzamido)phenyl)-2-methylnicotinamide), C(C)(=O)N1CCNCC1 (1-acetylpiperazine). Starting materials: O (Water), Cl.C(C)(C)(C)C1=NN(C=C1)CCl (3-t-butyl-1-(chloromethyl)-1H-pyrazole hydrochloride), FC(CCC(C#N)C#N)(F)F ((3,3,3-trifluoropropyl)malononitrile), C([O-])([O-])=O.[K+].[K+] (potassium carbonate). Solvent: CN(C=O)C (N,N-dimethylformamide). The product is C(C)(C)(C)C1=NN(C=C1)CC(C#N)(C#N)CCC(F)(F)F ([(3-t-butyl-1H-pyrazole-1-yl)methyl](3,3,3-trifluoropropyl) malononitrile). The yield is 38.1%. Reaction SMILES: Cl.[C:2]([C:6]1[CH:10]=[CH:9][N:8]([CH2:11]Cl)[N:7]=1)([CH3:5])([CH3:4])[CH3:3].[F:13][C:14]([F:23])([F:22])[CH2:15][CH2:16][CH:17]([C:20]#[N:21])[C:18]#[N:19].C(=O)([O-])[O-].[K+].[K+].O>CN(C)C=O>[C:2]([C:6]1[CH:10]=[CH:9][N:8]([CH2:11][C:17]([CH2:16][CH2:15][C:14]([F:13])([F:22])[F:23])([C:18]#[N:19])[C:20]#[N:21])[N:7]=1)([CH3:5])([CH3:4])[CH3:3] |f:0.1,3.4.5|. Procedure details: 1.16 g of 3-t-butyl-1-(chloromethyl)-1H-pyrazole hydrochloride and 0.98 g of (3,3,3-trifluoropropyl)malononitrile were dissolved in 17 ml of N,N-dimethylformamide. 1.54 g of potassium carbonate was added to the solution under ice cooling with stirring, followed by stirring at room temperature for overnight. Water was added to the reaction mixture, and then extracted with MTBE. The organic layer was washed with water, dried over anhydrous magnesium sulfate, filtered, and concentrated under reduce... Starting materials: CC(C)OC(=O)/N=N/C(=O)OC(C)C (DIAD), OC(C(=O)OC)C1=C(C2=C(C(N1C)=O)N(N=C2)CC2=CC=C(C=C2)OC)C=2C(=C1CCCOC1=CC2)C (methyl 2-hydroxy-2-(1-(4-methoxybenzyl)-6-methyl-4-(5-methylchroman-6-yl)-7-oxo-6,7-dihydro-1H-pyrazolo[3,4-c]pyridin-5-yl)acetate), C1(=CC=CC=C1)P(C1=CC=CC=C1)C1=CC=CC=C1 (triphenylphosphine), N1=C(C=CC=C1)CO (pyridine-2-ylmethanol). Solvent: C(=O)(C(F)(F)F)O (TFA), ClCCl (dichloromethane), C1CCOC1 (THF). Conditions: time 2.5 hour. Yields the product OC(C(=O)OC)C1=C(C2=C(C(N1C)=O)N(N=C2)CC2=NC=CC=C2)C=2C(=C1CCCOC1=CC2)C (Methyl 2-hydroxy-2-(6-methyl-4-(5-methylchroman-6-yl)-7-oxo-1-(pyridin-2-ylmethyl)-6,7-dihydro-1H-pyrazolo[3,4-c]pyridin-5-yl)acetate). Isolated yield 49.5%. Reaction SMILES: [OH:1][CH:2]([C:7]1[N:12]([CH3:13])[C:11](=[O:14])[C:10]2[N:15]([CH2:18][C:19]3[CH:24]=[CH:23][C:22](OC)=[CH:21]C=3)[N:16]=[CH:17][C:9]=2[C:8]=1[C:27]1[C:28]([CH3:37])=[C:29]2[C:34](=[CH:35][CH:36]=1)[O:33][CH2:32][CH2:31][CH2:30]2)[C:3]([O:5][CH3:6])=[O:4].C1(P(C2C=CC=CC=2)C2C=CC=CC=2)C=CC=CC=1.[N:57]1C=CC=CC=1CO.CC(OC(/N=N/C(OC(C)C)=O)=O)C>C(O)(C(F)(F)F)=O.C1COCC1.ClCCl>[OH:1][CH:2]([C:7]1[N:12]([CH3:13])[C:11](=[O:14])[C:10]2[N:15]([CH2:18][C:19]3[CH:24]=[CH:23][CH:22]=[CH:21][N:57]=3)[N:16]=[CH:17][C:9]=2[C:8]=1[C:27]1[C:28]([CH3:37])=[C:29]2[C:34](=[CH:35][CH:36]=1)[O:33][CH2:32][CH2:31][CH2:30]2)[C:3]([O:5][CH3:6])=[O:4]. Reported procedure: A solution of methyl 2-hydroxy-2-(1-(4-methoxybenzyl)-6-methyl-4-(5-methylchroman-6-yl)-7-oxo-6,7-dihydro-1H-pyrazolo[3,4-c]pyridin-5-yl)acetate (100 mg, 0.2 mmol) in TFA (1 mL)/dichloromethane (1 mL) was stirred at 55° C. for 6 h and then concentrated. The residue was partitioned between EtOAc and saturated sodium bicarbonate/water. The organic phase was dried over sodium sulfate and concentrated. The residue was dissolved in THF (2.5 mL) and to this solution triphenylphosphine (103 mg, 0.4 mmo... The yield is 20.2%. Procedure details: To a solution of (R)-3-hydroxypiperidine-1-carboxylic acid tert-butyl ester (209 mg, 1.04 mmol), triphenylphosphine (327 mg, 1.249 mmol), 1-amino-isoquinolin-6-ol (200 mg, 1.249 mmol) in THF (4 ml) and DMF (394 μL) at 0° C., under argon, was added dropwise diethylazodicarboxylate (197 mL) over 5 min. The mixture was then warmed to ambient temperature and stirred for 48 h. Water was then added and the mixture basified with dilute NaOH. The mixture was extracted with ethyl acetate (X3), dried (sod... Starting materials: C(C)(C)(C)OC(=O)N1C[C@@H](CCC1)O ((R)-3-hydroxypiperidine-1-carboxylic acid tert-butyl ester), C1(=CC=CC=C1)P(C1=CC=CC=C1)C1=CC=CC=C1 (triphenylphosphine), NC1=NC=CC2=CC(=CC=C12)O (1-amino-isoquinolin-6-ol), CCOC(=O)/N=N/C(=O)OCC (diethylazodicarboxylate), [OH-].[Na+] (NaOH). Reaction conditions: time 48 hour. Solvent: O (Water), C1CCOC1 (THF), CN(C)C=O (DMF). The product is C(C)(C)(C)OC(=O)N1CC(CCC1)OC=1C=C2C=CN=C(C2=CC1)N (3-(1-amino-isoquinolin-6-yloxy)piperidin-1--carboxylic acid tert-butyl ester). RXN SMILES: [C:1]([O:5][C:6]([N:8]1[CH2:13][CH2:12][CH2:11][C@@H:10]([OH:14])[CH2:9]1)=[O:7])([CH3:4])([CH3:3])[CH3:2].C1(P(C2C=CC=CC=2)C2C=CC=CC=2)C=CC=CC=1.[NH2:34][C:35]1[C:44]2[C:39](=[CH:40][C:41](O)=[CH:42][CH:43]=2)[CH:38]=[CH:37][N:36]=1.CCOC(/N=N/C(OCC)=O)=O.[OH-].[Na+]>C1COCC1.CN(C=O)C.O>[C:1]([O:5][C:6]([N:8]1[CH2:13][CH2:12][CH2:11][CH:10]([O:14][C:41]2[CH:40]=[C:39]3[C:44](=[CH:43][CH:42]=2)[C:35]([NH2:34])=[N:36][CH:37]=[CH:38]3)[CH2:9]1)=[O:7])([CH3:4])([CH3:2])[CH3:3] |f:4.5|. Reactants: CI, CN(C)C=O, O=C(O)CCc1oc(=S)[nH]c1-c1ccc(Cl)cc1, Cl, [Na+], [OH-], O. The product is CSc1nc(-c2ccc(Cl)cc2)c(CCC(=O)O)o1. As a reaction SMILES: [CH3:1][I:2].[CH3:25][N:26]([CH3:27])[CH:28]=[O:29].[Cl:3][c:4]1[cH:5][cH:6][c:7](-[c:10]2[nH:11][c:12](=[S:20])[o:13][c:14]2[CH2:15][CH2:16][C:17](=[O:18])[OH:19])[cH:8][cH:9]1.[ClH:23].[Na+:22].[OH-:21].[OH2:24]>>[CH3:1][S:20][c:12]1[n:11][c:10](-[c:7]2[cH:6][cH:5][c:4]([Cl:3])[cH:9][cH:8]2)[c:14]([CH2:15][CH2:16][C:17](=[O:18])[OH:19])[o:13]1. Starting materials: [BH4-], O=Cc1ccc(F)c(Br)c1, CO, [Na+]. Yields the product OCc1ccc(F)c(Br)c1. Reaction SMILES: [BH4-:11].[Br:1][c:2]1[cH:3][c:4]([CH:5]=[O:6])[cH:7][cH:8][c:9]1[F:10].[CH3:13][OH:14].[Na+:12]>>[Br:1][c:2]1[cH:3][c:4]([CH2:5][OH:6])[cH:7][cH:8][c:9]1[F:10]. The reactants are ClC1=CC=C(C=C1)C1=NC2=C(N1C(CO)C1CCCCC1)C=C(C(=C2)F)F (2-[2-(4-chloro-phenyl)-5,6-difluoro-benzoimidazol-1-yl]-2-cyclohexyl-ethanol), COC(=O)C1=NC=C(C=C1)O (5-hydroxy-pyridine-2-carboxylic acid methyl ester), solid. Yields the product COC(=O)C1=NC=C(C=C1)OCC(C1CCCCC1)N1C(=NC2=C1C=C(C(=C2)F)F)C2=CC=C(C=C2)Cl (5-{2-[2-(4-Chloro-phenyl)-5,6-difluoro-benzoimidazol-1-yl]-2-cyclohexyl-ethoxy}-pyridine-2-carboxylic acid methyl ester). RXN SMILES: [Cl:1][C:2]1[CH:7]=[CH:6][C:5]([C:8]2[N:12]([CH:13]([CH:16]3[CH2:21][CH2:20][CH2:19][CH2:18][CH2:17]3)[CH2:14][OH:15])[C:11]3[CH:22]=[C:23]([F:27])[C:24]([F:26])=[CH:25][C:10]=3[N:9]=2)=[CH:4][CH:3]=1.[CH3:28][O:29][C:30]([C:32]1[CH:37]=[CH:36][C:35](O)=[CH:34][N:33]=1)=[O:31]>>[CH3:28][O:29][C:30]([C:32]1[CH:37]=[CH:36][C:35]([O:15][CH2:14][CH:13]([N:12]2[C:11]3[CH:22]=[C:23]([F:27])[C:24]([F:26])=[CH:25][C:10]=3[N:9]=[C:8]2[C:5]2[CH:6]=[CH:7][C:2]([Cl:1])=[CH:3][CH:4]=2)[CH:16]2[CH2:17][CH2:18][CH2:19][CH2:20][CH2:21]2)=[CH:34][N:33]=1)=[O:31]. Reported procedure: The title compound was prepared in analogy to Example 4, intermediate, from 2-[2-(4-chloro-phenyl)-5,6-difluoro-benzoimidazol-1-yl]-2-cyclohexyl-ethanol (Ex. 1, int. c) and 5-hydroxy-pyridine-2-carboxylic acid methyl ester (commercially available). White solid (82%). MS (Turbo Spray): m/z=526.1 [M+H].